The task is: describe an organic reaction: reactants, conditions, products, and yield. This data is from the Open Reaction Database (ORD), a public repository of structured organic reaction records. Starting materials: O (water), COC1=CC=C(CO[C@H]2[C@H](SC3=CC=CC=C3)O[C@@H]([C@H]([C@@H]2OCC2=CC=C(C=C2)OC)OCC2=CC=C(C=C2)OC)CO)C=C1 (Phenyl 2,3,4-tri-O-(4-methoxybenzyl)-1-thio-β-D-glucopyranoside), N(=[N+]=[N-])C1=C(C=C(CBr)C=C1)Cl (4-azido-3-chlorobenzyl bromide), [H-].[Na+] (sodium hydride). The solvent is CN(C)C=O (DMF). Conditions: time 3 hour. Yields the product N(=[N+]=[N-])C1=C(C=C(COC[C@@H]2[C@H]([C@@H]([C@H]([C@H](SC3=CC=CC=C3)O2)OCC2=CC=C(C=C2)OC)OCC2=CC=C(C=C2)OC)OCC2=CC=C(C=C2)OC)C=C1)Cl (Phenyl 6-O-(4-azido-3-chlorobenzyl)-2,3,4-tri-O-(4-methoxybenzyl)-1-thio-β-D-glucopyranoside). Isolated yield 79.1%. As a reaction SMILES: [CH3:1][O:2][C:3]1[CH:45]=[CH:44][C:6]([CH2:7][O:8][C@@H:9]2[C@@H:21]([O:22][CH2:23][C:24]3[CH:29]=[CH:28][C:27]([O:30][CH3:31])=[CH:26][CH:25]=3)[C@H:20]([O:32][CH2:33][C:34]3[CH:39]=[CH:38][C:37]([O:40][CH3:41])=[CH:36][CH:35]=3)[C@@H:19]([CH2:42][OH:43])[O:18][C@H:10]2[S:11][C:12]2[CH:17]=[CH:16][CH:15]=[CH:14][CH:13]=2)=[CH:5][CH:4]=1.[N:46]([C:49]1[CH:56]=[CH:55][C:52]([CH2:53]Br)=[CH:51][C:50]=1[Cl:57])=[N+:47]=[N-:48].[H-].[Na+].O>CN(C=O)C>[N:46]([C:49]1[CH:56]=[CH:55][C:52]([CH2:53][O:43][CH2:42][C@H:19]2[O:18][C@@H:10]([S:11][C:12]3[CH:13]=[CH:14][CH:15]=[CH:16][CH:17]=3)[C@H:9]([O:8][CH2:7][C:6]3[CH:44]=[CH:45][C:3]([O:2][CH3:1])=[CH:4][CH:5]=3)[C@@H:21]([O:22][CH2:23][C:24]3[CH:29]=[CH:28][C:27]([O:30][CH3:31])=[CH:26][CH:25]=3)[C@@H:20]2[O:32][CH2:33][C:34]2[CH:35]=[CH:36][C:37]([O:40][CH3:41])=[CH:38][CH:39]=2)=[CH:51][C:50]=1[Cl:57])=[N+:47]=[N-:48] |f:2.3|. Procedure: To a solution of phenyl 2,3,4-tri-O-(4-methoxybenzyl)-1-thio-β-D-glucopyranoside (8) (1.25 g, 1.98 mmol) and 4-azido-3-chlorobenzyl bromide (584 mg, 2.37 mmol) in DMF (10 ml) was added sodium hydride (60% in oil, 95 mg, 2.37 mmol), and the resulting mixture was stirred at room temperature for 3 hr. Cold water was added and the mixture was extracted twice with ether. The combined ether layers were washed with water and saturated brine and dried over anhydrous sodium sulfate. The solvent was evapo... Product: Nc1ccccc1NC(=O)c1ccc(C2CCN(C(=O)c3ccc(Br)cc3)CC2)cc1. Starting materials: Nc1ccccc1NC(=O)c1ccc(C2CCNCC2)cc1, CN(C)C=O, O=C(O)c1ccc(Br)cc1. RXN SMILES: [NH2:11][c:12]1[c:13]([NH:18][C:19]([c:20]2[cH:21][cH:22][c:23]([CH:26]3[CH2:27][CH2:28][NH:29][CH2:30][CH2:31]3)[cH:24][cH:25]2)=[O:32])[cH:14][cH:15][cH:16][cH:17]1.[O:33]=[CH:34][N:35]([CH3:36])[CH3:37].[OH:1][C:2](=[O:3])[c:4]1[cH:5][cH:6][c:7]([Br:8])[cH:9][cH:10]1>>[C:2](=[O:3])([c:4]1[cH:5][cH:6][c:7]([Br:8])[cH:9][cH:10]1)[N:29]1[CH2:28][CH2:27][CH:26]([c:23]2[cH:22][cH:21][c:20]([C:19]([NH:18][c:13]3[c:12]([NH2:11])[cH:17][cH:16][cH:15][cH:14]3)=[O:32])[cH:25][cH:24]2)[CH2:31][CH2:30]1. Reactants: N#Cc1ccc2c(c1)Sc1ccc(F)cc1C=C2, ClCCl, [Ca+2], O=C(OO)c1cccc(Cl)c1, [OH-], [OH-]. The product is N#Cc1ccc2c(c1)S(=O)c1ccc(F)cc1C=C2. As a reaction SMILES: [C:1](#[N:2])[c:3]1[cH:4][cH:5][c:6]2[c:7]([cH:18]1)[S:8][c:9]1[c:10]([cH:13][c:14]([F:17])[cH:15][cH:16]1)[CH:11]=[CH:12]2.[CH2:33]([Cl:34])[Cl:35].[Ca+2:31].[Cl:19][c:20]1[cH:21][cH:22][cH:23][c:24]([C:25]([O:26][OH:28])=[O:27])[cH:29]1.[OH-:30].[OH-:32]>>[C:1](#[N:2])[c:3]1[cH:4][cH:5][c:6]2[c:7]([cH:18]1)[S:8](=[O:27])[c:9]1[c:10]([cH:13][c:14]([F:17])[cH:15][cH:16]1)[CH:11]=[CH:12]2. Reactants: C(C)(=O)NC=1C=C(C=CC1)B(O)O (3-acetylaminophenylboronic acid), I (hydroiodic acid), ClC1=NC=NC(=C1)Cl (4,6-dichloropyrimidine), chloro. Yields the product IC1=NC=NC(=C1)C1=CC(=CC=C1)NC(C)=O (4-Iodo-6-(3-acetylaminophenyl)pyrimidine). Reaction SMILES: [C:1]([NH:4][C:5]1[CH:6]=[C:7](B(O)O)[CH:8]=[CH:9][CH:10]=1)(=[O:3])[CH3:2].Cl[C:15]1[CH:20]=[C:19](Cl)[N:18]=[CH:17][N:16]=1.[IH:22]>>[I:22][C:15]1[CH:20]=[C:19]([C:7]2[CH:8]=[CH:9][CH:10]=[C:5]([NH:4][C:1](=[O:3])[CH3:2])[CH:6]=2)[N:18]=[CH:17][N:16]=1. Reported procedure: The compound was prepared according to Example 1 using 3-acetylaminophenylboronic acid and 4,6-dichloropyrimidine. The resultant chloro compound was converted to iodo with hydroiodic acid as described in the general procedure. Reactants: CC1=C(C=CC=C1)N1CCNCC1 (1-(2-methylphenyl)piperazine), ClCCC1CN(C(O1)=O)C (5-(2-chloroethyl)-3-methyl-2-oxazolidinone), C([O-])([O-])=O.[Na+].[Na+] (sodium carbonate), [I-].[K+] (potassium iodide), C(C)(C)OC(C)C.CC(C)O (isopropyl ether 2-propanol). Run in C(CCC)O (1-butanol). Yields the product CN1C(OC(C1)CCN1CCN(CC1)C1=C(C=CC=C1)C)=O (3-Methyl-5-[2-[4-(2-Methylphenyl)-1-Piperazinyl]Ethyl]-2-Oxazolidinone). Yield: 57.7%. Reaction SMILES: [CH3:1][C:2]1[CH:7]=[CH:6][CH:5]=[CH:4][C:3]=1[N:8]1[CH2:13][CH2:12][NH:11][CH2:10][CH2:9]1.Cl[CH2:15][CH2:16][CH:17]1[O:21][C:20](=[O:22])[N:19]([CH3:23])[CH2:18]1.C(=O)([O-])[O-].[Na+].[Na+].[I-].[K+].C(OC(C)C)(C)C.CC(O)C>C(O)CCC>[CH3:23][N:19]1[CH2:18][CH:17]([CH2:16][CH2:15][N:11]2[CH2:12][CH2:13][N:8]([C:3]3[CH:4]=[CH:5][CH:6]=[CH:7][C:2]=3[CH3:1])[CH2:9][CH2:10]2)[O:21][C:20]1=[O:22] |f:2.3.4,5.6,7.8|. Reported procedure: This compound was prepared according to the procedure of Example 2. A mixture of 3.5 g (0.02 mol) of 1-(2-methylphenyl)piperazine (Emka-Chemie), 3.3 g (0.02 mol) of 5-(2-chloroethyl)-3-methyl-2-oxazolidinone, 6.4 g (0.06 mol) of anhydrous sodium carbonate and 0.4 g of potassium iodide in 100 mL of 1-butanol gave 3.5 g (50%) of white solid, mp 55°-57° C. (isopropyl ether/2-propanol).